Dataset: the Open Reaction Database (ORD), a public repository of structured organic reaction records. Task: describe an organic reaction: reactants, conditions, products, and yield Reactants: CC(C)(C)C1=CC(=O)C=C(C(C)(C)C)C1=O, CC(=O)O, Nc1cc[nH]n1. Product: CC(C)(C)C1=CC(=Nc2cc[nH]n2)C=C(C(C)(C)C)C1=O. RXN SMILES: [C:1]([CH3:2])([CH3:3])([CH3:4])[C:5]1=[CH:10][C:9](=[O:11])[CH:8]=[C:7]([C:12]([CH3:13])([CH3:14])[CH3:15])[C:6]1=[O:16].[CH3:23][C:24](=[O:25])[OH:26].[NH2:17][c:18]1[n:19][nH:20][cH:21][cH:22]1>>[C:1]([CH3:2])([CH3:3])([CH3:4])[C:5]1=[CH:10][C:9](=[N:17][c:18]2[n:19][nH:20][cH:21][cH:22]2)[CH:8]=[C:7]([C:12]([CH3:13])([CH3:14])[CH3:15])[C:6]1=[O:16]. Reactants: CCCC(NC(C)C(=O)O)C(=O)OCC, CCCCCC, Cl. The product is CCCC(NC(C)C(=O)Cl)C(=O)OCC. Reaction SMILES: [CH2:1]([CH3:2])[O:3][C:4](=[O:5])[CH:6]([CH2:7][CH2:8][CH3:9])[NH:10][CH:11]([CH3:12])[C:13](=[O:14])[OH:15].[CH3:17][CH2:18][CH2:19][CH2:20][CH2:21][CH3:22].[ClH:16]>>[CH2:1]([CH3:2])[O:3][C:4](=[O:5])[CH:6]([CH2:7][CH2:8][CH3:9])[NH:10][CH:11]([CH3:12])[C:13](=[O:15])[Cl:16]. The reactants are O=c1[nH]c2c(Br)cccc2s1, CC(=O)Nc1nc2ccc(B3OC(C)(C)C(C)(C)O3)cc2s1, COCCOC, CCO, [Na+], [Na+], O=C([O-])[O-], Cl[Pd]Cl, c1ccc(P(c2ccccc2)c2ccccc2)cc1, c1ccc(P(c2ccccc2)c2ccccc2)cc1. Yields the product CC(=O)Nc1nc2ccc(-c3cccc4sc(=O)[nH]c34)cc2s1. RXN SMILES: [Br:1][c:2]1[cH:3][cH:4][cH:5][c:6]2[c:7]1[nH:8][c:9](=[O:11])[s:10]2.[CH3:12][C:13]1([CH3:14])[C:15]([CH3:16])([CH3:17])[O:18][B:19]([c:20]2[cH:21][c:22]3[c:23]([n:24][c:25]([NH:27][C:28]([CH3:29])=[O:30])[s:26]3)[cH:31][cH:32]2)[O:33]1.[CH3:40][O:41][CH2:42][CH2:43][O:44][CH3:45].[CH3:46][CH2:47][OH:48].[Na+:34].[Na+:35].[O-:36][C:37](=[O:38])[O-:39].[Pd:49]([Cl:50])[Cl:51].[c:52]1([P:53]([c:54]2[cH:55][cH:56][cH:57][cH:58][cH:59]2)[c:60]2[cH:61][cH:62][cH:63][cH:64][cH:65]2)[cH:66][cH:67][cH:68][cH:69][cH:70]1.[c:71]1([P:72]([c:73]2[cH:74][cH:75][cH:76][cH:77][cH:78]2)[c:79]2[cH:80][cH:81][cH:82][cH:83][cH:84]2)[cH:85][cH:86][cH:87][cH:88][cH:89]1>>[c:2]1(-[c:20]2[cH:21][c:22]3[c:23]([n:24][c:25]([NH:27][C:28]([CH3:29])=[O:30])[s:26]3)[cH:31][cH:32]2)[cH:3][cH:4][cH:5][c:6]2[c:7]1[nH:8][c:9](=[O:11])[s:10]2.